From a dataset of the Open Reaction Database (ORD), a public repository of structured organic reaction records. describe an organic reaction: reactants, conditions, products, and yield Starting materials: FC1=C(C=CC(=C1)I)NC1=C(C(=O)O)C=CN=C1 (3-[(2-fluoro-4-iodophenyl)amino]isonicotinic acid), FC1=C(C=CC(=C1)I)NC1=C(C(=O)O)C=CN=C1 (3-[(2-fluoro-4-iodophenyl)amino]isonicotinic acid), COC=1C=C(C(=O)NN)C=CC1 (3-methoxy-benzohydrazide). Yields the product FC1=C(C=CC(=C1)I)NC1=C(C(=O)NNC(C2=CC(=CC=C2)OC)=O)C=CN=C1 (3-[(2-fluoro-4-iodophenyl)amino]-N′-(3-methoxybenzoyl)isonicotinohydrazide). RXN SMILES: [F:1][C:2]1[CH:7]=[C:6]([I:8])[CH:5]=[CH:4][C:3]=1[NH:9][C:10]1[CH:18]=[N:17][CH:16]=[CH:15][C:11]=1[C:12]([OH:14])=O.[CH3:19][O:20][C:21]1[CH:22]=[C:23]([CH:28]=[CH:29][CH:30]=1)[C:24]([NH:26][NH2:27])=[O:25]>>[F:1][C:2]1[CH:7]=[C:6]([I:8])[CH:5]=[CH:4][C:3]=1[NH:9][C:10]1[CH:18]=[N:17][CH:16]=[CH:15][C:11]=1[C:12]([NH:27][NH:26][C:24](=[O:25])[C:23]1[CH:28]=[CH:29][CH:30]=[C:21]([O:20][CH3:19])[CH:22]=1)=[O:14]. Procedure: 3-[(2-fluoro-4-iodophenyl)amino]-N′-(3-methoxybenzoyl)isonicotinohydrazide was synthesized according to the procedure for General Method 1, outlined above, starting with 0.4 mmol of 3-[(2-fluoro-4-iodophenyl)amino]isonicotinic acid (intermediate 1) and 0.55 mmol of 3-methoxy-benzohydrazide. LC/MS [9.23 min; 507 (M+1)] The reactants are CC(C)Oc1ccc(Oc2cccc(C=C3CCN(C(=O)OC(C)(C)C)CC3)c2)nc1, ClCCl, O=C(O)C(F)(F)F. The product is CC(C)Oc1ccc(Oc2cccc(C=C3CCNCC3)c2)nc1. As a reaction SMILES: [CH:1]([CH3:2])([CH3:3])[O:4][c:5]1[cH:6][cH:7][c:8]([O:11][c:12]2[cH:13][c:14]([CH:15]=[C:16]3[CH2:17][CH2:18][N:19]([C:22]([O:23][C:24]([CH3:25])([CH3:26])[CH3:27])=[O:28])[CH2:20][CH2:21]3)[cH:29][cH:30][cH:31]2)[n:9][cH:10]1.[Cl:39][CH2:40][Cl:41].[F:32][C:33]([F:34])([F:35])[C:36]([OH:37])=[O:38]>>[CH:1]([CH3:2])([CH3:3])[O:4][c:5]1[cH:6][cH:7][c:8]([O:11][c:12]2[cH:13][c:14]([CH:15]=[C:16]3[CH2:17][CH2:18][NH:19][CH2:20][CH2:21]3)[cH:29][cH:30][cH:31]2)[n:9][cH:10]1. Starting materials: ClC1=CC=2N(C(=N1)C=1C=NN(C1)C(CC#N)C1CC1)C=CN2 (3-(4-(7-chloroimidazo[1,2-c]pyrimidin-5-yl)-1H-pyrazol-1-yl)-3-cyclopropylpropanenitrile), O1CC(C1)N1N=CC(=C1)B1OC(C(O1)(C)C)(C)C (1-(oxetan-3-yl)-4-(4,4,5,5-tetramethyl-1,3,2-dioxaborolan-2-yl)-1H-pyrazole), O1CC(C1)N1N=CC(=C1)B1OC(C(O1)(C)C)(C)C (1-(oxetan-3-yl)-4-(4,4,5,5-tetramethyl-1,3,2-dioxaborolan-2-yl)-1H-pyrazole), P(=O)([O-])([O-])[O-].[K+].[K+].[K+] (potassium phosphate), C1(CCCCC1)P(C1=C(C=CC=C1)C1=C(C=C(C=C1C(C)C)C(C)C)C(C)C)C1CCCCC1 (dicyclohexyl(2′,4′,6′-triisopropylbiphenyl-2-yl)phosphine). The reagents and catalysts are C=1C=CC(=CC1)/C=C/C(=O)/C=C/C2=CC=CC=C2.C=1C=CC(=CC1)/C=C/C(=O)/C=C/C2=CC=CC=C2.C=1C=CC(=CC1)/C=C/C(=O)/C=C/C2=CC=CC=C2.[Pd].[Pd] (tris(dibenzylideneacetone)dipalladium). Run in O1CCOCC1 (dioxane). Conditions: temperature 75 celsius. Product: C1(CC1)C(CC#N)N1N=CC(=C1)C1=NC(=CC=2N1C=CN2)C=2C=NN(C2)C2COC2 (3-Cyclopropyl-3-(4-(7-(1-(oxetan-3-yl)-1H-pyrazol-4-yl)imidazo[1,2-c]pyrimidin-5-yl)-1H-pyrazol-1-yl)propanenitrile). Isolated yield 50.6%. RXN SMILES: Cl[C:2]1[N:7]=[C:6]([C:8]2[CH:9]=[N:10][N:11]([CH:13]([CH:17]3[CH2:19][CH2:18]3)[CH2:14][C:15]#[N:16])[CH:12]=2)[N:5]2[CH:20]=[CH:21][N:22]=[C:4]2[CH:3]=1.[O:23]1[CH2:26][CH:25]([N:27]2[CH:31]=[C:30](B3OC(C)(C)C(C)(C)O3)[CH:29]=[N:28]2)[CH2:24]1.P([O-])([O-])([O-])=O.[K+].[K+].[K+].C1(P(C2CCCCC2)C2C=CC=CC=2C2C(C(C)C)=CC(C(C)C)=CC=2C(C)C)CCCCC1>C1C=CC(/C=C/C(/C=C/C2C=CC=CC=2)=O)=CC=1.C1C=CC(/C=C/C(/C=C/C2C=CC=CC=2)=O)=CC=1.C1C=CC(/C=C/C(/C=C/C2C=CC=CC=2)=O)=CC=1.[Pd].[Pd].O1CCOCC1>[CH:17]1([CH:13]([N:11]2[CH:12]=[C:8]([C:6]3[N:5]4[CH:20]=[CH:21][N:22]=[C:4]4[CH:3]=[C:2]([C:30]4[CH:29]=[N:28][N:27]([CH:25]5[CH2:26][O:23][CH2:24]5)[CH:31]=4)[N:7]=3)[CH:9]=[N:10]2)[CH2:14][C:15]#[N:16])[CH2:19][CH2:18]1 |f:2.3.4.5,7.8.9.10.11|. Procedure details: To a flask charged with 3-(4-(7-chloroimidazo[1,2-c]pyrimidin-5-yl)-1H-pyrazol-1-yl)-3-cyclopropylpropanenitrile (Preparation M; 0.050 g, 0.16 mmol), 1-(oxetan-3-yl)-4-(4,4,5,5-tetramethyl-1,3,2-dioxaborolan-2-yl)-1H-pyrazole (Table 2, compound f; 0.078 g, 0.21 mmol), and potassium phosphate (0.24 mL, 0.48 mmol) was added 2 mL of dioxane and argon was bubbled through for 5 minutes before dicyclohexyl(2′,4′,6′-triisopropylbiphenyl-2-yl)phosphine (0.015 g, 0.032 mmol) and tris(dibenzylideneacetone...